This data is from the Open Reaction Database (ORD), a public repository of structured organic reaction records. The task is: describe an organic reaction: reactants, conditions, products, and yield The reactants are FC1=C(C=C(C(=O)O)C=C1)C=O (4-fluoro-3-formyl-benzoic acid), CI (MeI), C(=O)([O-])[O-].[K+].[K+] (K2CO3). Solvent: CN(C)C=O (DMF), CCOC(=O)C (EtOAc), O (water). Conditions: time 18 hour. Product: COC(C1=CC(=C(C=C1)F)C=O)=O (4-fluoro-3-formyl-benzoic acid methyl ester). Yield: 81.2%. Reaction SMILES: [F:1][C:2]1[CH:10]=[CH:9][C:5]([C:6]([OH:8])=[O:7])=[CH:4][C:3]=1[CH:11]=[O:12].CI.[C:15]([O-])([O-])=O.[K+].[K+]>CN(C=O)C.CCOC(C)=O.O>[CH3:15][O:7][C:6](=[O:8])[C:5]1[CH:9]=[CH:10][C:2]([F:1])=[C:3]([CH:11]=[O:12])[CH:4]=1 |f:2.3.4|. Reported procedure: To a solution of 4-fluoro-3-formyl-benzoic acid (800 mg, 4.8 mmol) in DMF (10 mL), are added MeI (0.35 mL, 5.7 mmol) and K2CO3 (790 mg, 5.7 mmol). The reaction mixture is stirred at room temperature for 18 hours. The reaction mixture is diluted with EtOAc (20 mL) and water (10 mL). The organic layer is separated, washed with brine, dried under anhy. Na2SO4 (500 mg), filtered and is concentrated. The residue is purified by silica gel flash chromatography with 0-20% EtOAc/heptane as the eluent. Th... Starting materials: C(C1=CC=CC=C1)OC(C[C@H](NC(CNC(=O)OC(C)(C)C)=O)C)=O (N-t-Butoxycarbonylglycyl-3(R)-methyl-β-alanine benzyl ester), Cl (HCl). The solvent is CCOC(=O)C (EtOAc). Reaction conditions: time 30 minute. Yields the product Cl.C(C1=CC=CC=C1)OC(C[C@H](NC(CN)=O)C)=O (N-Glycyl-3(R)-methyl-β-alanine benzyl ester hydrochloride). Reaction SMILES: [CH2:1]([O:8][C:9](=[O:25])[CH2:10][C@@H:11]([CH3:24])[NH:12][C:13](=[O:23])[CH2:14][NH:15]C(OC(C)(C)C)=O)[C:2]1[CH:7]=[CH:6][CH:5]=[CH:4][CH:3]=1.[ClH:26]>CCOC(C)=O>[ClH:26].[CH2:1]([O:8][C:9](=[O:25])[CH2:10][C@@H:11]([CH3:24])[NH:12][C:13](=[O:23])[CH2:14][NH2:15])[C:2]1[CH:3]=[CH:4][CH:5]=[CH:6][CH:7]=1 |f:3.4|. Procedure: N-t-Butoxycarbonylglycyl-3(R)-methyl-β-alanine benzyl ester 2-4 (3.32 g) in EtOAc (100 mL) cooled to -60° C. was treated with HCl gas until saturated. The mixture was stirred for 30 minutes then the solvent was removed and the residue triturated with ether to give 2-5 as a solid. ##STR59## N-{[6-Nitro-2,3-dihydro-1(1H)-isoindolone-2-yl]acetyl}-3(R)-methyl-β-alanine benzyl ester (2-6) Reactants: FC1=C(C=C(C=C1)F)[C@@H]1N(CCC1)C=1C=CC(=NC1)[N+](=O)[O-] ((R)-5-(2-(2,5-difluorophenyl)pyrrolidin-1-yl)-2-nitropyridine), N2H4.2H2O. The reagents and catalysts are [Ni] (Ni). The solvent is C(C)O (Ethanol). Reaction conditions: time 5 minute. Yields the product FC1=C(C=C(C=C1)F)[C@@H]1N(CCC1)C=1C=CC(=NC1)N ((R)-5-(2-(2,5-difluorophenyl)pyrrolidin-1-yl)pyridin-2-amine). Isolated yield 93.8%. Reaction SMILES: [F:1][C:2]1[CH:7]=[CH:6][C:5]([F:8])=[CH:4][C:3]=1[C@H:9]1[CH2:13][CH2:12][CH2:11][N:10]1[C:14]1[CH:15]=[CH:16][C:17]([N+:20]([O-])=O)=[N:18][CH:19]=1>C(O)C.[Ni]>[F:1][C:2]1[CH:7]=[CH:6][C:5]([F:8])=[CH:4][C:3]=1[C@H:9]1[CH2:13][CH2:12][CH2:11][N:10]1[C:14]1[CH:15]=[CH:16][C:17]([NH2:20])=[N:18][CH:19]=1. Procedure: To a stirred solution of (R)-5-(2-(2,5-difluorophenyl)pyrrolidin-1-yl)-2-nitropyridine (3.2 g, 10.46 mmol) in Ethanol (32 ml) was cooled to 10° C. and added Raney Ni (640 mg, 20% w/w) portion wise and stirred for 5 min, then added N2H4.2H2O (1.05 g, 20.98 mmol) drop wise for the period of 5 min, then stirred for 20 min at room temperature. After completion of reaction, reaction mixture was filter through celite bed under N2 atmosphere and filtrate was concentration under reduced pressure, the re...